This data is from the Open Reaction Database (ORD), a public repository of structured organic reaction records. The task is: describe an organic reaction: reactants, conditions, products, and yield The reactants are ClC=1C=C(C=C(C1)Cl)CC#N (3,5-dichlorophenylacetonitrile), S(O)(O)(=O)=O (sulfuric acid), O (H2O), ice. Solvent: CCCCCC (hexane). Conditions: time 48 hour. Product: ClC=1C=C(C=C(C1)Cl)CC(=O)O (3,5-dichlorophenylacetic acid). RXN SMILES: [Cl:1][C:2]1[CH:3]=[C:4]([CH2:9][C:10]#N)[CH:5]=[C:6]([Cl:8])[CH:7]=1.S(=O)(=O)(O)[OH:13].[OH2:17]>CCCCCC>[Cl:1][C:2]1[CH:3]=[C:4]([CH2:9][C:10]([OH:13])=[O:17])[CH:5]=[C:6]([Cl:8])[CH:7]=1. Procedure details: The nitrile was added to a mixture of 40 mL of concentrated sulfuric acid and 50 mL H2O and heated to reflux for 48 hours, cooled to room temperature and stirred for 48 hours. The reaction was diluted into 1 L of crushed ice, warmed to toom temperature and extracted with 2×200 mL of dichloromethane and 2×200 mL of ethylacetate. Both sets of organics were combined and washed with saturated aqueous NaHCO3. The NaHCO3 fractions were combined and acidified to pH 1 with 3N HCl. The white solid was to... Starting materials: O=C([O-])[O-], CC1(C)OB(c2ccc(S(=O)(=O)c3ccc(N)nc3)cc2)OC1(C)C, COCCOC, OC(c1ccc(Cl)nc1)(C(F)(F)F)C(F)(F)F, [Cs+], [Cs+], O. The product is Nc1ccc(S(=O)(=O)c2ccc(-c3ccc(C(O)(C(F)(F)F)C(F)(F)F)cn3)cc2)cn1. Reaction SMILES: [C:43](=[O:44])([O-:45])[O-:46].[CH3:1][C:2]1([CH3:3])[C:4]([CH3:5])([CH3:6])[O:7][B:8]([c:9]2[cH:10][cH:11][c:12]([S:15](=[O:16])(=[O:17])[c:18]3[cH:19][cH:20][c:21]([NH2:24])[n:22][cH:23]3)[cH:13][cH:14]2)[O:25]1.[CH3:49][O:50][CH2:51][CH2:52][O:53][CH3:54].[Cl:26][c:27]1[cH:28][cH:29][c:30]([C:33]([C:34]([F:35])([F:36])[F:37])([C:38]([F:39])([F:40])[F:41])[OH:42])[cH:31][n:32]1.[Cs+:47].[Cs+:48].[OH2:55]>>[c:9]1(-[c:27]2[cH:28][cH:29][c:30]([C:33]([C:34]([F:35])([F:36])[F:37])([C:38]([F:39])([F:40])[F:41])[OH:42])[cH:31][n:32]2)[cH:10][cH:11][c:12]([S:15](=[O:16])(=[O:17])[c:18]2[cH:19][cH:20][c:21]([NH2:24])[n:22][cH:23]2)[cH:13][cH:14]1.